Task: describe an organic reaction: reactants, conditions, products, and yield. Dataset: the Open Reaction Database (ORD), a public repository of structured organic reaction records Starting materials: C[Si](C)(C)[N-][Si](C)(C)C, Clc1nc(N2CCOCC2)c2scnc2n1, Cl, [Li+], CN(C)C=O, C1CCOC1. The product is O=Cc1nc2nc(Cl)nc(N3CCOCC3)c2s1. Reaction SMILES: [CH3:17][Si:18]([N-:19][Si:20]([CH3:21])([CH3:22])[CH3:23])([CH3:24])[CH3:25].[Cl:1][c:2]1[n:3][c:4]([N:11]2[CH2:12][CH2:13][O:14][CH2:15][CH2:16]2)[c:5]2[c:6]([n:7]1)[n:8][cH:9][s:10]2.[ClH:32].[Li+:26].[O:27]=[CH:28][N:29]([CH3:30])[CH3:31].[O:33]1[CH2:34][CH2:35][CH2:36][CH2:37]1>>[Cl:1][c:2]1[n:3][c:4]([N:11]2[CH2:12][CH2:13][O:14][CH2:15][CH2:16]2)[c:5]2[c:6]([n:7]1)[n:8][c:9]([CH:28]=[O:27])[s:10]2. Reactants: C(CC)P(Cl)Cl (propyldichlorophosphine), ClC1=CC=C(C=C1)[Mg]Br (p-chlorophenylmagnesium bromide). Solvent: C(Cl)(Cl)Cl (chloroform). Product: ClC1=CC=C(C=C1)C(CCP)C1=CC=C(C=C1)Cl (Bis(p-chlorophenyl)propylphosphine). Reaction SMILES: [CH2:1]([P:4](Cl)Cl)[CH2:2][CH3:3].[Cl:7][C:8]1[CH:13]=[CH:12][C:11]([Mg]Br)=[CH:10][CH:9]=1>C(Cl)(Cl)Cl>[Cl:7][C:8]1[CH:13]=[CH:12][C:11]([CH:3]([C:11]2[CH:12]=[CH:13][C:8]([Cl:7])=[CH:9][CH:10]=2)[CH2:2][CH2:1][PH2:4])=[CH:10][CH:9]=1. Reported procedure: Bis(p-chlorophenyl)propylphosphine was prepared by reacting 0.2 mole of propyldichlorophosphine with 0.4 mole of p-chlorophenylmagnesium bromide. The product was isolated by chloroform extraction and distillation as previously described. The portion boiling between 160° and 165° C. under a pressure of 2 mm. Hg was collected. The analysis corresponded to bis(p-chlorophenyl)propylphosphine. The reactants are FC1(C(C1)CN1C(SC2=C1C=CC(=C2)O)=O)F (3-[(2,2-difluorocyclopropyl)methyl]-6-hydroxy-1,3-benzothiazol-2(3H)-one), C([O-])([O-])=O.[Cs+].[Cs+] (cesium carbonate), FC1=C(C#N)C=CC=N1 (2-fluoronicotinonitrile). Run in CN1CCCC1=O (NMP), CO (methanol), CN1CCCC1=O (NMP). Conditions: temperature 100 celsius. Product: FC1(C(C1)CN1C(SC2=C1C=CC(=C2)OC2=NC=CC=C2C#N)=O)F (2-[(3-{[2,2-difluorocyclopropyl]methyl}-2-oxo-2,3-dihydro-1,3 benzothiazol-6-yl)oxy]pyridine-3-carbonitrile). Reaction SMILES: [F:1][C:2]1([F:17])[CH2:4][CH:3]1[CH2:5][N:6]1[C:10]2[CH:11]=[CH:12][C:13]([OH:15])=[CH:14][C:9]=2[S:8][C:7]1=[O:16].C(=O)([O-])[O-].[Cs+].[Cs+].F[C:25]1[N:32]=[CH:31][CH:30]=[CH:29][C:26]=1[C:27]#[N:28]>CN1C(=O)CCC1.CO>[F:17][C:2]1([F:1])[CH2:4][CH:3]1[CH2:5][N:6]1[C:10]2[CH:11]=[CH:12][C:13]([O:15][C:25]3[C:26]([C:27]#[N:28])=[CH:29][CH:30]=[CH:31][N:32]=3)=[CH:14][C:9]=2[S:8][C:7]1=[O:16] |f:1.2.3|. Procedure details: To a solution of 3-[(2,2-difluorocyclopropyl)methyl]-6-hydroxy-1,3-benzothiazol-2(3H)-one (18-2) (0.033 g, 0.13 mmol) in anhydrous NMP (1 mL) was added cesium carbonate (0.084 g, 0.26 mmol) and 2-fluoronicotinonitrile (0.024 g, 0.19 mmol). The reaction mixture was then heated under microwave irradiation at 100° C. for 10 minutes. The crude reaction mixture was then allowed to cool to room temperature, diluted with methanol and NMP, then filtered and concentrated. Purification of crude reaction m...